This data is from the Open Reaction Database (ORD), a public repository of structured organic reaction records. The task is: describe an organic reaction: reactants, conditions, products, and yield Reactants: ClC1=CC=C(C=C1)C=1SC=C(N1)C1(CCN(CC1)C)CN ((4-(2-(4-chlorophenyl)thiazol-4-yl)-1-methylpiperidin-4-yl)methanamine), FC(C1=NC(=NO1)C=1C=C(C(=O)O)C=CC1)(F)F (3-(5-(trifluoromethyl)-1,2,4-oxadiazol-3-yl)benzoic acid). Product: ClC1=CC=C(C=C1)C=1SC=C(N1)C1(CCN(CC1)C)CNC(C1=CC(=CC=C1)C1=NOC(=N1)C(F)(F)F)=O (N-((4-(2-(4-Chlorophenyl)thiazol-4-yl)-1-methylpiperidin-4-yl)methyl)-3-(5-(trifluoromethyl)-1,2,4-oxadiazol-3-yl)benzamide). Yield: 23.0%. Reaction SMILES: [Cl:1][C:2]1[CH:7]=[CH:6][C:5]([C:8]2[S:9][CH:10]=[C:11]([C:13]3([CH2:20][NH2:21])[CH2:18][CH2:17][N:16]([CH3:19])[CH2:15][CH2:14]3)[N:12]=2)=[CH:4][CH:3]=1.[F:22][C:23]([F:39])([F:38])[C:24]1[O:28][N:27]=[C:26]([C:29]2[CH:30]=[C:31]([CH:35]=[CH:36][CH:37]=2)[C:32](O)=[O:33])[N:25]=1>>[Cl:1][C:2]1[CH:7]=[CH:6][C:5]([C:8]2[S:9][CH:10]=[C:11]([C:13]3([CH2:20][NH:21][C:32](=[O:33])[C:31]4[CH:35]=[CH:36][CH:37]=[C:29]([C:26]5[N:25]=[C:24]([C:23]([F:39])([F:38])[F:22])[O:28][N:27]=5)[CH:30]=4)[CH2:14][CH2:15][N:16]([CH3:19])[CH2:17][CH2:18]3)[N:12]=2)=[CH:4][CH:3]=1. Procedure details: This compound was synthesized from (4-(2-(4-chlorophenyl)thiazol-4-yl)-1-methylpiperidin-4-yl)methanamine and 3-(5-(trifluoromethyl)-1,2,4-oxadiazol-3-yl)benzoic acid as described in example 8 step 6 (50 mg, yield 23%). 1H NMR (400 MHz, DMSO-d6) δ 8.54-8.51 (m, 1H), 8.39 (m, 1H), 8.18-8.16 (d, J=7.6 Hz, 1H), 8.04-8.02 (d, J=7.6 Hz, 1H), 7.91-7.89 (d, J=8.2 Hz, 2H), 7.69-7.65 (t, J=7.8 Hz, 1H), 7.52-7.49 (m, 3H), 3.49-3.48 (m, 2H), 2.66-2.63 (m, 2H), 2.31-2.28 (m, 2H), 2.12-2.04 (m, 5H), 1.90-1.8... The reactants are FC(F)(Br)C(F)(F)CCBr, O=C([O-])c1ccccc1, Cc1ccccc1, CS(C)=O, [Na+], O. Product: O=C(OCCC(F)(F)C(F)(F)Br)c1ccccc1. Reaction SMILES: [Br:1][C:2]([C:3]([CH2:4][CH2:5][Br:6])([F:7])[F:8])([F:9])[F:10].[C:11]([c:12]1[cH:13][cH:14][cH:15][cH:16][cH:17]1)(=[O:18])[O-:19].[CH3:21][c:22]1[cH:23][cH:24][cH:25][cH:26][cH:27]1.[CH3:29][S:30](=[O:31])[CH3:32].[Na+:20].[OH2:28]>>[Br:1][C:2]([C:3]([CH2:4][CH2:5][O:19][C:11]([c:12]1[cH:13][cH:14][cH:15][cH:16][cH:17]1)=[O:18])([F:7])[F:8])([F:9])[F:10]. The product is CN(C)CC=1SC=C(N1)CSCCNC1=NS(N=C1NC)=O (3-{2-[(2-Dimethylaminomethyl-4-thiazolyl)methylthio]ethylamino}-4-methylamino-1,2,5-thiadiazole 1-oxide). Procedure: When a methanol suspension of 3,4-dimethoxy-1,2,5-thiadiazole 1-oxide [prepared in Example 4, Step A] is reacted with an equimolar amount of 2-[(2-dimethylaminomethyl-4-thiazolyl)methylthio]ethylamine [prepared in Example 33, Step E] and the resulting 3-{2-[(2-dimethylaminomethyl-4-thiazolyl)methylthio]ethylamino}-4-methoxy-1,2,5-thiadiazole 1-oxide is treated with methylamine, the title compound is thereby produced. As a reaction SMILES: COC1C(OC)=NS(=O)N=1.[CH3:11][N:12]([CH2:14][C:15]1[S:16][CH:17]=[C:18]([CH2:20][S:21][CH2:22][CH2:23][NH2:24])[N:19]=1)[CH3:13].CN(CC1SC=C(CSC[CH2:37][NH:38][C:39]2[C:43](OC)=[N:42][S:41](=[O:46])[N:40]=2)N=1)C.CN>CO>[CH3:13][N:12]([CH2:14][C:15]1[S:16][CH:17]=[C:18]([CH2:20][S:21][CH2:22][CH2:23][NH:24][C:43]2[C:39]([NH:38][CH3:37])=[N:40][S:41](=[O:46])[N:42]=2)[N:19]=1)[CH3:11]. Reactants: CN(C)CC=1SC=C(N1)CSCCN (2-[(2-dimethylaminomethyl-4-thiazolyl)methylthio]ethylamine), CN(C)CC=1SC=C(N1)CSCCNC1=NS(N=C1OC)=O (3-{2-[(2-dimethylaminomethyl-4-thiazolyl)methylthio]ethylamino}-4-methoxy-1,2,5-thiadiazole 1-oxide), CN (methylamine), COC1=NS(N=C1OC)=O (3,4-dimethoxy-1,2,5-thiadiazole 1-oxide). Solvent: CO (methanol). The reactants are C(#N)C=1C=NN(C1C=CC(=O)O)C1=NC=C(C=C1Cl)C(F)(F)F (3-[4-cyano-1-(3-chloro-5-trifluoromethylpyridin-2-yl)-1H-pyrazol-5-yl]acrylic acid), S(=O)(Cl)Cl (thionyl chloride). The solvent is C1(=CC=CC=C1)C (toluene). Run at temperature 98 celsius. Yields the product C(#N)C=1C=NN(C1C=CC(=O)Cl)C1=NC=C(C=C1Cl)C(F)(F)F (3-[4-cyano-1-(3-chloro-5-trifluoromethylpyridin-2-yl)-1H-pyrazol-5-yl]acrylic acid chloride). RXN SMILES: [C:1]([C:3]1[CH:4]=[N:5][N:6]([C:13]2[C:18]([Cl:19])=[CH:17][C:16]([C:20]([F:23])([F:22])[F:21])=[CH:15][N:14]=2)[C:7]=1[CH:8]=[CH:9][C:10](O)=[O:11])#[N:2].S(Cl)([Cl:26])=O>C1(C)C=CC=CC=1>[C:1]([C:3]1[CH:4]=[N:5][N:6]([C:13]2[C:18]([Cl:19])=[CH:17][C:16]([C:20]([F:23])([F:22])[F:21])=[CH:15][N:14]=2)[C:7]=1[CH:8]=[CH:9][C:10]([Cl:26])=[O:11])#[N:2]. Procedure details: A stirred slurry of 1.1 grams (0.003 mole) of 3-[4-cyano-1-(3-chloro-5-trifluoromethylpyridin-2-yl)-1H-pyrazol-5-yl]acrylic acid and 1.0 mL of thionyl chloride in 20 mL of toluene was heated at about 72° C. for 25 minutes. The slurry was warmed to 98° C. over a 45 minutes period, during which time the reaction mixture became homogeneous. The reaction mixture was heated at 98° C. for 35 minutes. After this time, the reaction mixture was cooled and concentrated under reduced pressure, yielding 1.1... The reactants are CCCOc1nc(Br)c(C=O)n1Cc1ccc(-c2ccccc2C(=O)OC(C)(C)C)c(F)c1, Cl, NO, O, c1ccncc1. The product is CCCOc1nc(Br)c(C=NO)n1Cc1ccc(-c2ccccc2C(=O)OC(C)(C)C)c(F)c1. RXN SMILES: [C:1]([CH3:2])([CH3:3])([CH3:4])[O:5][C:6](=[O:7])[c:8]1[c:9](-[c:14]2[c:15]([F:33])[cH:16][c:17]([CH2:20][n:21]3[c:22]([O:29][CH2:30][CH2:31][CH3:32])[n:23][c:24]([Br:28])[c:25]3[CH:26]=[O:27])[cH:18][cH:19]2)[cH:10][cH:11][cH:12][cH:13]1.[ClH:34].[NH2:35][OH:36].[OH2:43].[cH:37]1[cH:38][cH:39][n:40][cH:41][cH:42]1>>[C:1]([CH3:2])([CH3:3])([CH3:4])[O:5][C:6](=[O:7])[c:8]1[c:9](-[c:14]2[c:15]([F:33])[cH:16][c:17]([CH2:20][n:21]3[c:22]([O:29][CH2:30][CH2:31][CH3:32])[n:23][c:24]([Br:28])[c:25]3[CH:26]=[N:35][OH:36])[cH:18][cH:19]2)[cH:10][cH:11][cH:12][cH:13]1. The reactants are [OH-].[Na+] (NaOH), OCC(=O)NNC(=NC)S (2-(2-hydroxyacetyl)-N-methylhydrazinecarbimidothioic acid), Cl (HCl). Solvent: CCO (EtOH). Reaction conditions: temperature 60 celsius, time 4 hour. The product is SC=1N(C(=NN1)CO)C ((5-mercapto-4-methyl-4H-1,2,4-triazol-3-yl)methanol). The yield is 83.0%. RXN SMILES: [OH-].[Na+].[OH:3][CH2:4][C:5]([NH:7][NH:8][C:9]([SH:12])=[N:10][CH3:11])=O.Cl>CCO>[SH:12][C:9]1[N:10]([CH3:11])[C:5]([CH2:4][OH:3])=[N:7][N:8]=1 |f:0.1|. Reported procedure: 5N NaOH (50 mmol) was added to a solution of 2-(2-hydroxyacetyl)-N-methylhydrazinecarbimidothioic acid (8.15 g, 50 mmol) in EtOH, and then the mixture was stirred for 4 hr at 60° C. The mixture was cooled in an ice bath and the pH was adjusted to ˜5-6 with concentrated HCl. The precipitated solid was filtered, washed with EtOH, and dried under vacuum to give the title compound. Yield: 83%. 1H NMR (DMSO-d6, 400 MHz) δ: 5.64 (s, 1H), 4.46 (s, 2H), 3.44 (s, 3H). The reactants are N(=[N+]=[N-])CC1=CC=C(C=C1)C1=C(C=CC=C1)C#N (4-azidomethyl-2'-cyanobiphenyl), C1(=CC=CC=C1)P(C1=CC=CC=C1)C1=CC=CC=C1 (triphenylphoshine), C(=S)=S (carbon disulfide), O.NN (hydrazine hydrate). Run in O (water). Run at time 5.5 hour. Yields the product C(#N)C1=C(C=CC=C1)C1=CC=C(C=C1)CNC(NN)=S (4-[(2'-Cyanobiphenyl-4-yl)methyl]-3-thiosemicarbazide). RXN SMILES: [N:1]([CH2:4][C:5]1[CH:10]=[CH:9][C:8]([C:11]2[CH:16]=[CH:15][CH:14]=[CH:13][C:12]=2[C:17]#[N:18])=[CH:7][CH:6]=1)=[N+]=[N-].C1(P(C2C=CC=CC=2)C2C=CC=CC=2)C=CC=CC=1.[C:38](=[S:40])=S.O.[NH2:42][NH2:43]>O>[C:17]([C:12]1[CH:13]=[CH:14][CH:15]=[CH:16][C:11]=1[C:8]1[CH:7]=[CH:6][C:5]([CH2:4][NH:1][C:38](=[S:40])[NH:42][NH2:43])=[CH:10][CH:9]=1)#[N:18] |f:3.4|. Procedure: A mixture of 1.12 g (4.8 mmole) of 4-azidomethyl-2'-cyanobiphenyl, 1.57 g (6.0 mole) of triphenylphoshine, and 8 ml of carbon disulfide was stirred at room temperature under nitrogen for 5.5 hours and then was warmed (water bath) and evaporated to dryness first under a stream of nitrogen and then under reduced pressure. This residue (presumably (2'-cyanobiphenyl-4-yl)methyl isothiocyanate) was dissolved in 12 ml of THF and stirred vigorously at room temperature as 0.699 ml (720 mg, 14.4 mmole) o...